Dataset: the Open Reaction Database (ORD), a public repository of structured organic reaction records. Task: describe an organic reaction: reactants, conditions, products, and yield The reactants are [Br-], Cc1noc(-c2ccc(Br)cc2)c1C=O, C=C[Mg+]. The product is C=CC(O)c1c(C)noc1-c1ccc(Br)cc1. As a reaction SMILES: [Br-:16].[Br:1][c:2]1[cH:3][cH:4][c:5](-[c:8]2[c:9]([CH:14]=[O:15])[c:10]([CH3:13])[n:11][o:12]2)[cH:6][cH:7]1.[CH:17](=[CH2:18])[Mg+:19]>>[Br:1][c:2]1[cH:3][cH:4][c:5](-[c:8]2[c:9]([CH:14]([OH:15])[CH:17]=[CH2:18])[c:10]([CH3:13])[n:11][o:12]2)[cH:6][cH:7]1. RXN SMILES: [CH3:25][C:26]1([CH3:60])[c:27]2[cH:28][c:29]([CH2:51][c:52]3[c:53]([F:59])[cH:54][c:55]([F:58])[cH:56][cH:57]3)[c:30]([CH:38]=[CH:39][c:40]3[cH:41][cH:42][c:43]([C:44](=[O:45])[O:46][CH2:47][CH3:48])[cH:49][cH:50]3)[cH:31][c:32]2[C:33]([CH3:36])([CH3:37])[CH2:34][CH2:35]1.[CH:1]([c:2]1[c:3]([CH2:4][c:5]2[cH:6][cH:7][c:8]([CH3:9])[cH:10][cH:11]2)[cH:12][c:13]2[c:22]([cH:23]1)[C:19]([CH3:20])([CH3:21])[CH2:18][CH2:17][C:14]2([CH3:15])[CH3:16])=[O:24]>>[CH3:25][C:26]1([CH3:60])[c:27]2[cH:28][c:29]([CH2:51][c:52]3[c:53]([F:59])[cH:54][c:55]([F:58])[cH:56][cH:57]3)[c:30]([CH:38]=[CH:39][c:40]3[cH:41][cH:42][c:43]([C:44](=[O:45])[OH:46])[cH:49][cH:50]3)[cH:31][c:32]2[C:33]([CH3:36])([CH3:37])[CH2:34][CH2:35]1. The product is CC1(C)CCC(C)(C)c2cc(Cc3ccc(F)cc3F)c(C=Cc3ccc(C(=O)O)cc3)cc21. The reactants are CCOC(=O)c1ccc(C=Cc2cc3c(cc2Cc2ccc(F)cc2F)C(C)(C)CCC3(C)C)cc1, Cc1ccc(Cc2cc3c(cc2C=O)C(C)(C)CCC3(C)C)cc1. Reactants: CCOC(=O)CCCCCCn1c(C)nc(-c2ccccc2)c1-c1ccccc1, C1CCOC1, C[Si](C)(C)[N-][Si](C)(C)C, CCI, [Na+]. The product is CCOC(=O)C(CC)CCCCCn1c(C)nc(-c2ccccc2)c1-c1ccccc1. RXN SMILES: [CH2:11]([CH3:12])[O:13][C:14]([CH2:15][CH2:16][CH2:17][CH2:18][CH2:19][CH2:20][n:21]1[c:22]([CH3:38])[n:23][c:24](-[c:32]2[cH:33][cH:34][cH:35][cH:36][cH:37]2)[c:25]1-[c:26]1[cH:27][cH:28][cH:29][cH:30][cH:31]1)=[O:39].[CH2:43]1[O:44][CH2:45][CH2:46][CH2:47]1.[CH3:1][Si:2]([N-:3][Si:4]([CH3:5])([CH3:6])[CH3:7])([CH3:8])[CH3:9].[I:40][CH2:41][CH3:42].[Na+:10]>>[CH2:11]([CH3:12])[O:13][C:14]([CH:15]([CH2:16][CH2:17][CH2:18][CH2:19][CH2:20][n:21]1[c:22]([CH3:38])[n:23][c:24](-[c:32]2[cH:33][cH:34][cH:35][cH:36][cH:37]2)[c:25]1-[c:26]1[cH:27][cH:28][cH:29][cH:30][cH:31]1)[CH2:41][CH3:42])=[O:39]. Reactants: Br.Br.C[C@H]1NC[C@H](NC1)C ((2R,5R)-2,5-dimethylpiperazine dihydrobromide), ClC1=NN=C(C2=CC=CC=C12)Cl (1,4-dichlorophthalazine), C([O-])([O-])=O.[K+].[K+] (potassium carbonate), CN1C(CCC1)=O (N-methylpyrrolidinone). The solvent is C(C)(=O)OCC (ethyl acetate), hexanes. Product: ClC1=NN=C(C2=CC=CC=C12)N1[C@@H](CN[C@@H](C1)C)C (1-chloro-4-((2R,5R)-2,5-dimethylpiperazin-1-yl)phthalazine). Reaction SMILES: Br.Br.[CH3:3][C@@H:4]1[CH2:9][NH:8][C@H:7]([CH3:10])[CH2:6][NH:5]1.[Cl:11][C:12]1[C:21]2[C:16](=[CH:17][CH:18]=[CH:19][CH:20]=2)[C:15](Cl)=[N:14][N:13]=1.C(=O)([O-])[O-].[K+].[K+].CN1CCCC1=O>C(OCC)(=O)C>[Cl:11][C:12]1[C:21]2[C:16](=[CH:17][CH:18]=[CH:19][CH:20]=2)[C:15]([N:5]2[CH2:6][C@@H:7]([CH3:10])[NH:8][CH2:9][C@H:4]2[CH3:3])=[N:14][N:13]=1 |f:0.1.2,4.5.6|. Reported procedure: (2R,5R)-2,5-dimethylpiperazine dihydrobromide (2.08 g, 7.54 mmol), 1,4-dichlorophthalazine (0.500 g, 2.52 mmol), potassium carbonate (2.08 g, 15.0 mmol), and N-methylpyrrolidinone (7 mL) were heated at 120° C. for 6 hours. The reaction was taken up in ethyl acetate (75 mL) washed with aqueous K2CO3 (10%), water, and then saturated sodium chloride. The organics were dried (MgSO4) and evaporated to give a yellow oil. Chromatography over silica gel with a gradient of hexanes/0-40% ethyl acetate gav...